From a dataset of the Open Reaction Database (ORD), a public repository of structured organic reaction records. describe an organic reaction: reactants, conditions, products, and yield Starting materials: C, CO, O=C(Nc1cc(Oc2ccc([N+](=O)[O-])cc2)ccn1)N1CCN(CCN2CCC2)CC1, C1CCOC1, [Pd]. The product is Nc1ccc(Oc2ccnc(NC(=O)N3CCN(CCN4CCC4)CC3)c2)cc1. RXN SMILES: [C:39].[CH3:37][OH:38].[N+:1]([O-:2])(=[O:3])[c:4]1[cH:5][cH:6][c:7]([O:8][c:9]2[cH:10][c:11]([NH:15][C:16](=[O:17])[N:18]3[CH2:19][CH2:20][N:21]([CH2:24][CH2:25][N:26]4[CH2:27][CH2:28][CH2:29]4)[CH2:22][CH2:23]3)[n:12][cH:13][cH:14]2)[cH:30][cH:31]1.[O:32]1[CH2:33][CH2:34][CH2:35][CH2:36]1.[Pd:40]>>[NH2:1][c:4]1[cH:5][cH:6][c:7]([O:8][c:9]2[cH:10][c:11]([NH:15][C:16](=[O:17])[N:18]3[CH2:19][CH2:20][N:21]([CH2:24][CH2:25][N:26]4[CH2:27][CH2:28][CH2:29]4)[CH2:22][CH2:23]3)[n:12][cH:13][cH:14]2)[cH:30][cH:31]1. Starting materials: NC1=C(C(=O)O)C=C(C=C1)C(F)(F)F (2-amino-5-(trifluoromethyl)benzoic acid), S(O)(O)(=O)=O (sulphuric acid), CO (methanol). Run at temperature 125 celsius. The product is NC1=C(C(=O)OC)C=C(C=C1)C(F)(F)F (Methyl 2-amino-5-(trifluoromethyl)benzoate). Isolated yield 51.0%. Reaction SMILES: [NH2:1][C:2]1[CH:10]=[CH:9][C:8]([C:11]([F:14])([F:13])[F:12])=[CH:7][C:3]=1[C:4]([OH:6])=[O:5].S(=O)(=O)(O)O.[CH3:20]O>>[NH2:1][C:2]1[CH:10]=[CH:9][C:8]([C:11]([F:12])([F:13])[F:14])=[CH:7][C:3]=1[C:4]([O:6][CH3:20])=[O:5]. Reported procedure: A solution of 2-amino-5-(trifluoromethyl)benzoic acid (1.07 g, 5.2 mmoles) in methanol (20 ml) was treated with concentrated sulphuric acid (0.5 ml) and heated under microwave conditions at 125° C. for 2 h. The mixture was evaporated to dryness and treated with water (100 ml) then basified to saturation with potassium carbonate and extracted with ethyl acetate (2×40 ml). The combined extracts were dried over sodium sulphate, filtered and evaporated to dryness. The residue was chromatographed on ... Starting materials: Cc1ccc(NC(=O)c2ccc3nc(-c4c(C)cc(OCC(=O)O)cc4C)[nH]c3c2)cc1C, CN1CCNCC1, CCN(C(C)C)C(C)C, [Na+], CN(C)C=O, [OH-]. Yields the product Cc1ccc(NC(=O)c2ccc3nc(-c4c(C)cc(OCC(=O)N5CCN(C)CC5)cc4C)[nH]c3c2)cc1C. Reaction SMILES: [CH3:1][c:2]1[cH:3][c:4]([NH:9][C:10](=[O:11])[c:12]2[cH:13][cH:14][c:15]3[c:16]([nH:17][c:18](-[c:20]4[c:21]([CH3:32])[cH:22][c:23]([O:24][CH2:25][C:26](=[O:27])[OH:28])[cH:29][c:30]4[CH3:31])[n:19]3)[cH:33]2)[cH:5][cH:6][c:7]1[CH3:8].[CH3:34][N:35]1[CH2:36][CH2:37][NH:38][CH2:39][CH2:40]1.[CH:41]([N:42]([CH2:43][CH3:44])[CH:45]([CH3:46])[CH3:47])([CH3:48])[CH3:49].[Na+:51].[O:52]=[CH:53][N:54]([CH3:55])[CH3:56].[OH-:50]>>[CH3:1][c:2]1[cH:3][c:4]([NH:9][C:10](=[O:11])[c:12]2[cH:13][cH:14][c:15]3[c:16]([nH:17][c:18](-[c:20]4[c:21]([CH3:32])[cH:22][c:23]([O:24][CH2:25][C:26](=[O:27])[N:38]5[CH2:37][CH2:36][N:35]([CH3:34])[CH2:40][CH2:39]5)[cH:29][c:30]4[CH3:31])[n:19]3)[cH:33]2)[cH:5][cH:6][c:7]1[CH3:8]. Reactants: Cl (hydrochloric acid), C(C)OC(=O)CCCCOC=1C=NC(=NC1)N1CCC(CC1)C1=NC=2CC(CC(C2C(=C1C(C1=CC=C(C=C1)C(F)(F)F)F)C1CCC(CC1)(F)F)O)(C)C (2-{1-[5-(4-Ethoxycarbonylbutoxyl)pyrimidin-2-yl]piperidin-4-yl}-4-(4,4-difluorocyclohexyl)-3-{fluoro[4-(trifluoromethyl)phenyl]methyl}-7,7-dimethyl-5,6,7,8-tetrahydroquinolin-5-ol), O1CCCC1 (tetrahydrofuran), [OH-].[Na+] (sodium hydroxide). Solvent: C(C)O (ethanol). Conditions: time 1 hour. Product: C(=O)(O)CCCCOC=1C=NC(=NC1)N1CCC(CC1)C1=NC=2CC(CC(C2C(=C1C(C1=CC=C(C=C1)C(F)(F)F)F)C1CCC(CC1)(F)F)O)(C)C ((−)-2-{1-[5-(4-Carboxybutoxyl)pyrimidin-2-yl]piperidin-4-yl}-4-(4,4-difluorocyclohexyl)-3-{fluoro[4-(trifluoromethyl)phenyl]methyl}-7,7-dimethyl-5,6,7,8-tetrahydroquinolin-5-ol). The yield is 64.0%. As a reaction SMILES: C([O:3][C:4]([CH2:6][CH2:7][CH2:8][CH2:9][O:10][C:11]1[CH:12]=[N:13][C:14]([N:17]2[CH2:22][CH2:21][CH:20]([C:23]3[C:32]([CH:33]([F:44])[C:34]4[CH:39]=[CH:38][C:37]([C:40]([F:43])([F:42])[F:41])=[CH:36][CH:35]=4)=[C:31]([CH:45]4[CH2:50][CH2:49][C:48]([F:52])([F:51])[CH2:47][CH2:46]4)[C:30]4[CH:29]([OH:53])[CH2:28][C:27]([CH3:55])([CH3:54])[CH2:26][C:25]=4[N:24]=3)[CH2:19][CH2:18]2)=[N:15][CH:16]=1)=[O:5])C.O1CCCC1.[OH-].[Na+].Cl>C(O)C>[C:4]([CH2:6][CH2:7][CH2:8][CH2:9][O:10][C:11]1[CH:16]=[N:15][C:14]([N:17]2[CH2:22][CH2:21][CH:20]([C:23]3[C:32]([CH:33]([F:44])[C:34]4[CH:35]=[CH:36][C:37]([C:40]([F:41])([F:42])[F:43])=[CH:38][CH:39]=4)=[C:31]([CH:45]4[CH2:46][CH2:47][C:48]([F:52])([F:51])[CH2:49][CH2:50]4)[C:30]4[CH:29]([OH:53])[CH2:28][C:27]([CH3:55])([CH3:54])[CH2:26][C:25]=4[N:24]=3)[CH2:19][CH2:18]2)=[N:13][CH:12]=1)([OH:5])=[O:3] |f:2.3|. Reported procedure: To the crude (−)-2-{1-[5-(4-Ethoxycarbonylbutoxyl)pyrimidin-2-yl]piperidin-4-yl}-4-(4,4-difluorocyclohexyl)-3-{fluoro[4-(trifluoromethyl)phenyl]methyl}-7,7-dimethyl-5,6,7,8-tetrahydroquinolin-5-ol obtained in Example (23-1), 2 ml of tetrahydrofuran, 2 ml of ethanol and 1 ml (1.00 mmol) of 1 N sodium hydroxide aqueous solution were added, and the reaction solution was stirred at room temperature for 1 hour. After completion of the reaction, 1 N hydrochloric acid was poured into the reaction solut... Reactants: CCC(CC)CNCc1ccc(-c2cc(C(N)=O)c3[nH]cc(C4CCN(S(=O)(=O)CC)CC4)c3c2)s1, CCCOCCCN, O=Cc1ccc(B(O)O)s1. Yields the product CCCOCCCNCc1ccc(B(O)O)s1. As a reaction SMILES: [CH2:1]([CH:2]([CH2:3][CH3:4])[CH2:5][NH:6][CH2:7][c:8]1[s:9][c:10](-[c:11]2[cH:12][c:13]3[c:14]([c:15]([C:16]([NH2:17])=[O:18])[cH:19]2)[nH:20][cH:21][c:22]3[CH:23]2[CH2:24][CH2:25][N:26]([S:27]([CH2:28][CH3:29])(=[O:30])=[O:31])[CH2:32][CH2:33]2)[cH:34][cH:35]1)[CH3:36].[CH2:47]([CH2:48][CH3:49])[O:50][CH2:51][CH2:52][CH2:53][NH2:54].[CH:37](=[O:38])[c:39]1[cH:40][cH:41][c:42]([B:44]([OH:45])[OH:46])[s:43]1>>[CH2:37]([c:39]1[cH:40][cH:41][c:42]([B:44]([OH:45])[OH:46])[s:43]1)[NH:54][CH2:53][CH2:52][CH2:51][O:50][CH2:47][CH2:48][CH3:49]. Reactants: [OH-].[Na+] (sodium hydroxide), OC1=C(C(=O)OCC)C=CC(=C1)C(=O)OCC (diethyl hydroxyterephthalate), BrCCC=C (4-bromo-1-butene). Solvent: CN(C=O)C (dimethylformamide), CN(C=O)C (dimethylformamide). Yields the product C(CC=C)OC1=C(C(=O)OCC)C=CC(=C1)C(=O)OCC (diethyl 2-(3-butenyloxy)terephthalate). Isolated yield 41.3%. RXN SMILES: [OH:1][C:2]1[CH:12]=[C:11]([C:13]([O:15][CH2:16][CH3:17])=[O:14])[CH:10]=[CH:9][C:3]=1[C:4]([O:6][CH2:7][CH3:8])=[O:5].[OH-].[Na+].Br[CH2:21][CH2:22][CH:23]=[CH2:24]>CN(C)C=O>[CH2:24]([O:1][C:2]1[CH:12]=[C:11]([C:13]([O:15][CH2:16][CH3:17])=[O:14])[CH:10]=[CH:9][C:3]=1[C:4]([O:6][CH2:7][CH3:8])=[O:5])[CH2:23][CH:22]=[CH2:21] |f:1.2|. Reported procedure: 3.55 g of this diethyl hydroxyterephthalate was dissolved in 100 mL dimethylformamide and combined with 640 mg crushed sodium hydroxide. 4.03 g 4-bromo-1-butene dissolved in 20 mL dimethylformamide was added dropwise in while cooling on an ice bath. After stirring the reaction for 16 hours, purification by the usual methods gave 1.8 g diethyl 2-(3-butenyloxy)terephthalate.